This data is from the Open Reaction Database (ORD), a public repository of structured organic reaction records. The task is: describe an organic reaction: reactants, conditions, products, and yield Reactants: C(C)(=O)O (acetic acid), C1(=C(C(=CC(=C1)C)C)S(=O)(=O)Cl)C (mesitylenesulphonyl chloride), NCCO (2-aminoethanol). Solvent: N1=CC=CC=C1 (pyridine), N1=CC=CC=C1 (pyridine). Yields the product C1(=C(C(=CC(=C1)C)C)S(=O)(=O)O)C.OCCNS(=O)(=O)C1=C(C=C(C=C1C)C)C (N-(2-hydroxyethyl)-mesitylensulphonamide mesitylenesulphonate). Isolated yield 171.3%. As a reaction SMILES: [C:1]1([CH3:13])[CH:6]=[C:5]([CH3:7])[CH:4]=[C:3]([CH3:8])[C:2]=1[S:9](Cl)(=[O:11])=[O:10].[NH2:14][CH2:15][CH2:16][OH:17].C(O)(=O)C>N1C=CC=CC=1>[C:1]1([CH3:13])[CH:6]=[C:5]([CH3:7])[CH:4]=[C:3]([CH3:8])[C:2]=1[S:9]([OH:17])(=[O:11])=[O:10].[OH:17][CH2:16][CH2:15][NH:14][S:9]([C:2]1[C:3]([CH3:8])=[CH:4][C:5]([CH3:7])=[CH:6][C:1]=1[CH3:13])(=[O:11])=[O:10] |f:4.5|. Procedure details: 84 g (0.4 mole) mesitylenesulphonyl chloride in 50 ml pyridine were added dropwise to a mixture of 12.2 g (0.2 mole) 2-aminoethanol and 20 ml pyridine at 0 ± 5° C. The reaction mixture was stored in a cooler (4° C.) overnight and then poured on ice. 30 ml acetic acid were added. The crystalline product was collected, washed with water and dried, giving 76 g of pale-yellow crystals of the title compound, m.p. 94° C. Reactants: C[Si]([N-][Si](C)(C)C)(C)C.[Li+] (Lithium hexamethyldisilazide), CN1C(NCC1C(=O)OC)=O (methyl 3-methyl-2-oxo-4-imidazolidinecarboxylate), BrC1=NC=CC=N1 (2-bromopyrimidine). Run in C(CC(O)(C(=O)O)CC(=O)O)(=O)O (citric acid), ClCCl (dichloromethane), C1CCOC1 (THF), C1CCOC1 (THF). Run at temperature -40 celsius, time 1 hour. Product: CN1C(N(CC1C(=O)OC)C1=NC=CC=N1)=O (methyl 3-methyl-2-oxo-1-(2-pyrimidinyl)-4-imidazolidinecarboxylate). Isolated yield 30.5%. Reaction SMILES: [CH3:1][N:2]1[CH:6]([C:7]([O:9][CH3:10])=[O:8])[CH2:5][NH:4][C:3]1=[O:11].C[Si](C)(C)[N-][Si](C)(C)C.[Li+].Br[C:23]1[N:28]=[CH:27][CH:26]=[CH:25][N:24]=1>C1COCC1.C(O)(=O)CC(CC(O)=O)(C(O)=O)O.ClCCl>[CH3:1][N:2]1[CH:6]([C:7]([O:9][CH3:10])=[O:8])[CH2:5][N:4]([C:23]2[N:28]=[CH:27][CH:26]=[CH:25][N:24]=2)[C:3]1=[O:11] |f:1.2|. Procedure details: A suspension of methyl 3-methyl-2-oxo-4-imidazolidinecarboxylate (316 mg, 2 mmol) (prepared as described in step (ii) of Example 8) in THF (10 ml) was stirred at −40° C. Lithium hexamethyldisilazide (2 ml, 1M solution in THF) was added dropwise and the mixture was stirred at −40° C. for 15 minutes and then at −70° C. for 1 hour. A solution of 2-bromopyrimidine (318 mg, 2 mmol) in THF (1 ml) was added dropwise and the reaction was stirred at −70° C. for 1 hour and then warmed to 0° C. over 1 hour... Reactants: CCOCC, CC(C)=O, N#CCC1CC(CC=O)OCO1. Yields the product N#CCC1CC(CC(=O)O)OCO1. Reaction SMILES: [CH3:13][CH2:14][O:15][CH2:16][CH3:17].[CH3:18][C:19](=[O:20])[CH3:21].[O:1]=[CH:2][CH2:3][CH:4]1[CH2:5][CH:6]([CH2:10][C:11]#[N:12])[O:7][CH2:8][O:9]1>>[O:1]=[C:2]([CH2:3][CH:4]1[CH2:5][CH:6]([CH2:10][C:11]#[N:12])[O:7][CH2:8][O:9]1)[OH:15]. The reactants are [Cl-].[Na+] (sodium chloride), 3-(3-oxa-4-tert-butoxycarbonylbutyl)-7-exo-(2-chloro-4,4-dimethyl-3-oxo-1-nonen-6-ynyl)-8-endo-hydroxy-cis-bicyclo[4.3.0]non-2-ene, C(C)(C)(C)C1=C(C(=CC(=C1)C)C(C)(C)C)O (2,6-di-tert-butyl-4-methylphenol), [H-].C(C(C)C)[Al+]CC(C)C (diisobutylaluminum hydride). The solvent is C1(=CC=CC=C1)C (toluene), C1(=CC=CC=C1)C (toluene). Run at time 90 minute. The product is CC=CCCCCCC (non-2-ene), 3-(3-oxa-4-tert-butoxycarbonylbutyl)-7-exo-(2-chloro-4,4-dimethyl-3β-hydroxy-1-nonen-6-ynyl)-8-endo-hydroxy-cis-bicyclo[4.3.0]non-2-ene. Isolated yield 11.6%. As a reaction SMILES: [C:1]([C:5]1[CH:10]=[C:9](C)[CH:8]=[C:7]([C:12](C)(C)[CH3:13])C=1O)(C)(C)[CH3:2].[H-].C([Al+]CC(C)C)C(C)C.[Cl-].[Na+]>C1(C)C=CC=CC=1>[CH3:2][CH:1]=[CH:5][CH2:10][CH2:9][CH2:8][CH2:7][CH2:12][CH3:13] |f:1.2,3.4|. Procedure details: To a toluene solution (84.0 ml) of 2,6-di-tert-butyl-4-methylphenol (9.78 g, 44.5 mmol), diisobutylaluminum hydride (1.5M toluene solution, 18.5 ml, 27.8 mmol) was dropwise added over a period of 30 minutes under an argon atmosphere at 0° C. Then, the mixture was stirred at the same temperature for 90 minutes. Then, at -78° C., a toluene solution (30.0 ml) of 3-(3-oxa-4-tert-butoxycarbonylbutyl)-7-exo-(2-chloro-4,4-dimethyl-3-oxo-1-nonen-6-ynyl)-8-endo-hydroxy-cis-bicyclo[4.3.0]non-2-ene (1.37 g... Starting materials: resultant mixture, C1(=CC=CC=C1)P(C1=CC=CC=C1)C1=CC=CC=C1 (triphenylphosphine), C(Br)(Br)(Br)Br (carbon tetrabromide), CC(COC1=CC(=CC(=C1)C)C)O (1-methyl-2-(3,5-dimethylphenoxy)ethanol). The solvent is C(Cl)Cl (methylene chloride). Yields the product CC=1C=C(OCC(C)Br)C=C(C1)C (1-(3,5-dimethylphenoxy)-2-bromopropane). Yield: 74.0%. RXN SMILES: C1(P(C2C=CC=CC=2)C2C=CC=CC=2)C=CC=CC=1.C(Br)(Br)(Br)[Br:21].[CH3:25][CH:26](O)[CH2:27][O:28][C:29]1[CH:34]=[C:33]([CH3:35])[CH:32]=[C:31]([CH3:36])[CH:30]=1>C(Cl)Cl>[CH3:36][C:31]1[CH:30]=[C:29]([CH:34]=[C:33]([CH3:35])[CH:32]=1)[O:28][CH2:27][CH:26]([Br:21])[CH3:25]. Procedure details: 0.94 Gram (3.6 mmol) of triphenylphosphine and 1.49 g (4.5 mmol) of carbon tetrabromide were added to a solution prepared by dissolving 0.54 g (3 mmol) of 1-methyl-2-(3,5-dimethylphenoxy)ethanol in 10 ml of methylene chloride, and the resultant mixture was stirred at room temperature for 30 minutes. After the reaction, the solid was separated by filtration, and the remaining methylene chloride solution was concentrated under reduced pressure. The residue was purified by silica gel column chromat... Reactants: CCCCCCCCNC(=O)C1CC1c1ccc([N+](=O)[O-])cc1, CC(=O)O, [Fe]. Product: CCCCCCCCNC(=O)C1CC1c1ccc(N)cc1. Reaction SMILES: [CH2:1]([CH2:2][CH2:3][CH2:4][CH2:5][CH2:6][CH2:7][CH3:8])[NH:9][C:10](=[O:11])[CH:12]1[CH:13]([c:15]2[cH:16][cH:17][c:18]([N+:21]([O-:22])=[O:23])[cH:19][cH:20]2)[CH2:14]1.[CH3:25][C:26](=[O:27])[OH:28].[Fe:24]>>[CH2:1]([CH2:2][CH2:3][CH2:4][CH2:5][CH2:6][CH2:7][CH3:8])[NH:9][C:10](=[O:11])[CH:12]1[CH:13]([c:15]2[cH:16][cH:17][c:18]([NH2:21])[cH:19][cH:20]2)[CH2:14]1.